Dataset: the Open Reaction Database (ORD), a public repository of structured organic reaction records. Task: describe an organic reaction: reactants, conditions, products, and yield The reactants are NC1=NOC2=C1C=CC=C2 (3-amino-1,2-benzisoxazole), [H-].[Na+] (sodium hydride), ClCCN1CCOCC1 (4-(2-chloroethyl)morpholine), CO.C(Cl)Cl (MeOH DCM). The solvent is CN(C=O)C (N,N-dimethylformamide), CN(C=O)C (DMF). Reaction conditions: time 1 hour. Yields the product N1(CCOCC1)CCNC1=NOC2=C1C=CC=C2 (N-[2-(4-Morpholinyl)ethyl]-1,2-benzisoxazol-3-amine). Yield: 38.7%. As a reaction SMILES: [NH2:1][C:2]1[C:6]2[CH:7]=[CH:8][CH:9]=[CH:10][C:5]=2[O:4][N:3]=1.[H-].[Na+].Cl[CH2:14][CH2:15][N:16]1[CH2:21][CH2:20][O:19][CH2:18][CH2:17]1.CO.C(Cl)Cl>CN(C)C=O>[N:16]1([CH2:15][CH2:14][NH:1][C:2]2[C:6]3[CH:7]=[CH:8][CH:9]=[CH:10][C:5]=3[O:4][N:3]=2)[CH2:21][CH2:20][O:19][CH2:18][CH2:17]1 |f:1.2,4.5|. Reported procedure: To a solution of 3-amino-1,2-benzisoxazole (3.5 g) in N,N-dimethylformamide (DMF) (100 ml) was added sodium hydride (0.8 g) under nitrogen. The reaction was stirred one hour at ambient temperature. A solution of 4-(2-chloroethyl)morpholine (4.0 g) in DMF (50 ml) was added followed by heating to 120° C. for one hour. TLC (5% MeOH/DCM) analysis revealed the absence of starting material. The reaction was quenched with water and extracted with EtOAc. The organic layer was washed with water, dried (M... The reactants are O1[C@@H](CCC1)CN1N=C2C(=C1N)CCC2 ((S)-2-((tetrahydrofuran-2-yl)methyl)-2,4,5,6-tetrahydrocyclopenta[c]pyrazol-3-amine), N1=CC=CC=C1 (pyridine), COC1=C(C(=O)Cl)C=C(C=C1)C(F)(F)F (2-methoxy-5-(trifluoromethyl)benzoyl chloride). Solvent: C(Cl)Cl (CH2Cl2). Conditions: time 1 hour. The product is COC1=C(C(=O)NC2=C3C(=NN2C[C@@H]2OCCC2)CCC3)C=C(C=C1)C(F)(F)F (2-methoxy-N-{2-[(2R)-tetrahydrofuran-2-ylmethyl]-2,4,5,6-tetrahydrocyclopenta[c]pyrazol-3-yl}-5-(trifluoromethyl)benzamide). Isolated yield 81.9%. Reaction SMILES: [O:1]1[CH2:5][CH2:4][CH2:3][C@H:2]1[CH2:6][N:7]1[C:11]([NH2:12])=[C:10]2[CH2:13][CH2:14][CH2:15][C:9]2=[N:8]1.N1C=CC=CC=1.[CH3:22][O:23][C:24]1[CH:32]=[CH:31][C:30]([C:33]([F:36])([F:35])[F:34])=[CH:29][C:25]=1[C:26](Cl)=[O:27]>C(Cl)Cl>[CH3:22][O:23][C:24]1[CH:32]=[CH:31][C:30]([C:33]([F:34])([F:35])[F:36])=[CH:29][C:25]=1[C:26]([NH:12][C:11]1[N:7]([CH2:6][C@H:2]2[CH2:3][CH2:4][CH2:5][O:1]2)[N:8]=[C:9]2[CH2:15][CH2:14][CH2:13][C:10]=12)=[O:27]. Reported procedure: To a solution of the product of Example 32A (340 mg, 1.64 mmol) and pyridine (535 μL, 6.56 mmol) in CH2Cl2 (20 mL) was added 2-methoxy-5-(trifluoromethyl)benzoyl chloride (470 mg, 1.97 mmol) dropwise. The mixture was stirred at ambient temperature for 1 h. The mixture was concentrated under reduced pressure and was purified by column chromatography (SiO2, 40% hexanes/EtOAc) to provide the title compound 550 mg (82%). MS (DCI/NH3) m/z 410 (M+H)+.